This data is from the Open Reaction Database (ORD), a public repository of structured organic reaction records. The task is: describe an organic reaction: reactants, conditions, products, and yield Reactants: ClC1=CC=C2CC(NC2=C1)=O (6-chlorooxindole), C(=O)(OC(C)(C)C)N1CC(CCC1)=O (1-BOC-3-piperidone), N1CCCC1 (pyrrolidine), CC(C)O (2-propanol). Conditions: temperature 90 celsius. Yields the product C(C)(C)(C)OC(=O)C1NC=C(CC1)C1C(NC2=CC(=CC=C12)Cl)=O (rac-5-[6-chloro-2-oxo-2,3-dihydro-1H-indol-3-yl]-3,4-dihydro-2H-pyridine-carboxylic acid tert-butyl ester). Reaction SMILES: [Cl:1][C:2]1[CH:10]=[C:9]2[C:5]([CH2:6][C:7](=[O:11])[NH:8]2)=[CH:4][CH:3]=1.[C:12](N1CCCC(=O)C1)([O:14][C:15]([CH3:18])([CH3:17])[CH3:16])=[O:13].[NH:26]1[CH2:30][CH2:29][CH2:28][CH2:27]1.[CH3:31]C(O)C>>[C:15]([O:14][C:12]([CH:30]1[CH2:29][CH2:28][C:27]([CH:6]2[C:5]3[C:9](=[CH:10][C:2]([Cl:1])=[CH:3][CH:4]=3)[NH:8][C:7]2=[O:11])=[CH:31][NH:26]1)=[O:13])([CH3:18])([CH3:17])[CH3:16]. Procedure: A suspension of 6-chlorooxindole (1.91 g, 11.4 mmol) (Cresent Chem), 1-BOC-3-piperidone (2.5 g, 12.5 mmol) (Martix Scientific), and pyrrolidine (0.1 g, 1.14 mmol) (Aldrich) in 2-propanol (30 mL) was heated at 90° C. for 2 days. The solvent was evaporated in vacuo and the residue was partitioned between ethyl acetate and water. The aqueous layer was extracted repeatedly with ethyl acetate. The organic layer was separated, combined, dried over Na2SO4 and concentrated. The residue was purified by c... The product is CCc1cc2cc(O)ccc2c(Oc2ccc(C=CC(=O)N3CCN(C)CC3)cc2)c1-c1ccccc1. The reactants are BrB(Br)Br, CCc1cc2cc(OC)ccc2c(Oc2ccc(C=CC(=O)N3CCN(C)CC3)cc2)c1-c1ccccc1, ClCCl, [Na+], O=C([O-])O. As a reaction SMILES: [B:39]([Br:40])([Br:41])[Br:42].[CH2:1]([CH3:2])[c:3]1[c:4](-[c:33]2[cH:34][cH:35][cH:36][cH:37][cH:38]2)[c:5]([O:15][c:16]2[cH:17][cH:18][c:19]([CH:22]=[CH:23][C:24](=[O:25])[N:26]3[CH2:27][CH2:28][N:29]([CH3:32])[CH2:30][CH2:31]3)[cH:20][cH:21]2)[c:6]2[cH:7][cH:8][c:9]([O:13][CH3:14])[cH:10][c:11]2[cH:12]1.[Cl:48][CH2:49][Cl:50].[Na+:47].[O-:43][C:44]([OH:45])=[O:46]>>[CH2:1]([CH3:2])[c:3]1[c:4](-[c:33]2[cH:34][cH:35][cH:36][cH:37][cH:38]2)[c:5]([O:15][c:16]2[cH:17][cH:18][c:19]([CH:22]=[CH:23][C:24](=[O:25])[N:26]3[CH2:27][CH2:28][N:29]([CH3:32])[CH2:30][CH2:31]3)[cH:20][cH:21]2)[c:6]2[cH:7][cH:8][c:9]([OH:13])[cH:10][c:11]2[cH:12]1. The product is CCCCC12CC(=O)C=C1c1ccc(O)cc1C2. As a reaction SMILES: [B:20]([Br:21])([Br:22])[Br:23].[CH2:1]([CH2:2][CH2:3][CH3:4])[C:5]12[C:6](=[CH:16][C:17](=[O:19])[CH2:18]1)[c:7]1[cH:8][cH:9][c:10]([O:14][CH3:15])[cH:11][c:12]1[CH2:13]2.[Cl:24][CH2:25][Cl:26]>>[CH2:1]([CH2:2][CH2:3][CH3:4])[C:5]12[C:6](=[CH:16][C:17](=[O:19])[CH2:18]1)[c:7]1[cH:8][cH:9][c:10]([OH:14])[cH:11][c:12]1[CH2:13]2. The reactants are BrB(Br)Br, CCCCC12CC(=O)C=C1c1ccc(OC)cc1C2, ClCCl. Reactants: CCOC(C)=O, Cl, [Li+], CCOC(=O)CN1C(=O)C2(COc3cc4c(cc32)CCO4)c2ccccc21, [OH-], O. As a reaction SMILES: [C:32]([O:33][CH2:34][CH3:35])(=[O:36])[CH3:37].[ClH:30].[Li+:29].[O:1]=[C:2]1[N:3]([CH2:22][C:23](=[O:24])[O:25][CH2:26][CH3:27])[c:4]2[cH:5][cH:6][cH:7][cH:8][c:9]2[C:10]12[c:11]1[c:12]([cH:15][c:16]3[c:20]([cH:21]1)[CH2:19][CH2:18][O:17]3)[O:13][CH2:14]2.[OH-:28].[OH2:31]>>[O:1]=[C:2]1[N:3]([CH2:22][C:23](=[O:24])[OH:25])[c:4]2[cH:5][cH:6][cH:7][cH:8][c:9]2[C:10]12[c:11]1[c:12]([cH:15][c:16]3[c:20]([cH:21]1)[CH2:19][CH2:18][O:17]3)[O:13][CH2:14]2. Product: O=C(O)CN1C(=O)C2(COc3cc4c(cc32)CCO4)c2ccccc21. The reactants are ClC1=NC=2C=C(C=CC2C2=C1N=C(N=C2)SC)C(=O)OC (Methyl 5-chloro-3-(methylthio)pyrimido[4,5-c]quinoline-8-carboxylate), C1(=CC=CC=C1)B(O)O (benzeneboronic acid), C([O-])([O-])=O.[Cs+].[Cs+] (cesium carbonate), O (Water). The reagents and catalysts are C1=CC=C(C=C1)P([C-]2C=CC=C2)C3=CC=CC=C3.C1=CC=C(C=C1)P([C-]2C=CC=C2)C3=CC=CC=C3.Cl[Pd]Cl.[Fe+2] (PdCl2(dppf)). The solvent is O1CCOCC1 (dioxane). Conditions: temperature 120 celsius, time 10 minute. Yields the product CSC=1N=CC2=C(C(=NC=3C=C(C=CC23)C(=O)OC)C2=CC=CC=C2)N1 (methyl 3-(methylthio)-5-phenylpyrimido[4,5-c]quinoline-8-carboxylate). Yield: 84.0%. As a reaction SMILES: Cl[C:2]1[C:11]2[N:12]=[C:13]([S:16][CH3:17])[N:14]=[CH:15][C:10]=2[C:9]2[CH:8]=[CH:7][C:6]([C:18]([O:20][CH3:21])=[O:19])=[CH:5][C:4]=2[N:3]=1.[C:22]1(B(O)O)[CH:27]=[CH:26][CH:25]=[CH:24][CH:23]=1.C(=O)([O-])[O-].[Cs+].[Cs+].O>O1CCOCC1.C1C=CC(P(C2C=CC=CC=2)[C-]2C=CC=C2)=CC=1.C1C=CC(P(C2C=CC=CC=2)[C-]2C=CC=C2)=CC=1.Cl[Pd]Cl.[Fe+2]>[CH3:17][S:16][C:13]1[N:14]=[CH:15][C:10]2[C:9]3[CH:8]=[CH:7][C:6]([C:18]([O:20][CH3:21])=[O:19])=[CH:5][C:4]=3[N:3]=[C:2]([C:22]3[CH:27]=[CH:26][CH:25]=[CH:24][CH:23]=3)[C:11]=2[N:12]=1 |f:2.3.4,7.8.9.10|. Reported procedure: Methyl 5-chloro-3-(methylthio)pyrimido[4,5-c]quinoline-8-carboxylate (1.0 eq, 56 mg, 0.175 mmol) was mixed with benzeneboronic acid (2.0 eq, 43 mg, 0.35 mmol), PdCl2(dppf) (0.1 eq, 13 mg, 0.0178 mmol) and cesium carbonate (2.0 eq, 114 mg, 0.35 mmol) in dioxane (0.5 ml). The mixture was stirred for 10 minutes at 120° C. under microwave heating. Water was added and the resulting precipitate was filtered and dried. After trituration in ethylacetate and hexanes, methyl 3-(methylthio)-5-phenylpyrimid... Reactants: C(C)(C)(C)OC(N[C@@H]1CC[C@H](CC1)NC(=S)N)=O ((trans-4-thioureido-cyclohexyl)-carbamic acid tert-butyl ester), CI (methyliodide). Solvent: CO (MeOH). Yields the product C(C)(C)(C)OC(N[C@@H]1CC[C@H](CC1)NC(SC)=N)=O ([trans-4-(2-methyl-isothioureido)-cyclohexyl]-carbamic acid tert-butyl ester). As a reaction SMILES: [C:1]([O:5][C:6](=[O:18])[NH:7][C@H:8]1[CH2:13][CH2:12][C@H:11]([NH:14][C:15]([NH2:17])=[S:16])[CH2:10][CH2:9]1)([CH3:4])([CH3:3])[CH3:2].[CH3:19]I>CO>[C:1]([O:5][C:6](=[O:18])[NH:7][C@H:8]1[CH2:13][CH2:12][C@H:11]([NH:14][C:15](=[NH:17])[S:16][CH3:19])[CH2:10][CH2:9]1)([CH3:4])([CH3:2])[CH3:3]. Reported procedure: A mixture of 1.19 g of (trans-4-thioureido-cyclohexyl)-carbamic acid tert-butyl ester and 0.41 ml of methyliodide in 50 ml of MeOH is stirred at RT. From the mixture obtained solvent is evaporated and [trans-4-(2-methyl-isothioureido)-cyclohexyl]-carbamic acid tert-butyl ester in the form of a hydrolodide is obtained.